This data is from the Open Reaction Database (ORD), a public repository of structured organic reaction records. The task is: describe an organic reaction: reactants, conditions, products, and yield Starting materials: OC1(CC(CCC1)C1CC1)CNC(=O)C=1C=2C=CC(=NC2C=CC1Cl)Cl (2,6-dichloro-quinoline-5-carboxylic acid (1-hydroxy-3-cyclopropyl-cyclohexylmethyl)-amide), CCN(C(C)C)C(C)C (DIPEA), CN([C@H]1CNCC1)C ((R)-3-dimethylamino-pyrrolidine). Yields the product OC1(CC(CCC1)C1CC1)CNC(=O)C=1C=2C=CC(=NC2C=CC1Cl)N1C[C@@H](CC1)N(C)C (6-Chloro-2-((R)-3-dimethylamino-pyrrolidin-1-yl)-quinoline-5-carboxylic acid (1-hydroxy-3-cyclopropyl-cyclohexylmethyl)-amide). As a reaction SMILES: [OH:1][C:2]1([CH2:11][NH:12][C:13]([C:15]2[C:16]3[CH:17]=[CH:18][C:19](Cl)=[N:20][C:21]=3[CH:22]=[CH:23][C:24]=2[Cl:25])=[O:14])[CH2:7][CH2:6][CH2:5][CH:4]([CH:8]2[CH2:10][CH2:9]2)[CH2:3]1.CCN(C(C)C)C(C)C.[CH3:36][N:37]([CH3:43])[C@@H:38]1[CH2:42][CH2:41][NH:40][CH2:39]1>>[OH:1][C:2]1([CH2:11][NH:12][C:13]([C:15]2[C:16]3[CH:17]=[CH:18][C:19]([N:40]4[CH2:41][CH2:42][C@@H:38]([N:37]([CH3:43])[CH3:36])[CH2:39]4)=[N:20][C:21]=3[CH:22]=[CH:23][C:24]=2[Cl:25])=[O:14])[CH2:7][CH2:6][CH2:5][CH:4]([CH:8]2[CH2:10][CH2:9]2)[CH2:3]1. Procedure details: The title compound was synthesized according to the procedure described in example 1 using 2,6-dichloro-quinoline-5-carboxylic acid (1-hydroxy-3-cyclopropyl-cyclohexylmethyl)-amide, DIPEA and (R)-3-dimethylamino-pyrrolidine. 1H NMR (400 MHz, DMSO-d6) δ ppm 8.75 (1H), 7.85 (m, 1H), 7.58 (2H), 7.05 (1H), 4.26 (s, 1H), 3.87 (t, 1H), 3.75 (m, 2H), 3.56 (m, 1H), 3.49 (m, 1H), 3.36 (m, 2H), 3.24 (m, 2H), 2.84 (m, 1H), 2.22 (s, 6H), 1.85 (m, 1H), 1.67 (m, 2H), 1.44-1.38 (m, 4H), 1.27 (m, 2H), 0.30 (m, ... Procedure: 2-Formyl-4H-thieno[3,2-b]pyrrole-5-carboxylic acid ethyl ester (see, for example, Gale, W. W. et al., J. Org. Chem., 29: 2160-2165 (1964)) was hydrolyzed according to Procedure F (50° C. overnight; acidified aqueous phase extracted with ethyl acetate; combined organic phases dried over MgSO4, concentrated). Solvent: C(C)(=O)OCC (ethyl acetate). Reactants: [O-]S(=O)(=O)[O-].[Mg+2] (MgSO4), C(C)OC(=O)C1=CC2=C(N1)C=C(S2)C=O (2-Formyl-4H-thieno[3,2-b]pyrrole-5-carboxylic acid ethyl ester). The product is C(=O)C1=CC=2NC(=CC2S1)C(=O)O (2-Formyl-4H-thieno[3,2-b]pyrrole-5-carboxylic acid). RXN SMILES: C([O:3][C:4]([C:6]1[NH:10][C:9]2[CH:11]=[C:12]([CH:14]=[O:15])[S:13][C:8]=2[CH:7]=1)=[O:5])C.[O-]S([O-])(=O)=O.[Mg+2]>C(OCC)(=O)C>[CH:14]([C:12]1[S:13][C:8]2[CH:7]=[C:6]([C:4]([OH:5])=[O:3])[NH:10][C:9]=2[CH:11]=1)=[O:15] |f:1.2|. The product is C[C@H]1[C@@H]([C@H]([C@H]([C@@H](O1)O[C@H]2C[C@H]([C@@]3([C@@H]4[C@@H](CC[C@@]3(C2)O)[C@]5(CC[C@@H]([C@]5(C[C@H]4O)C)C6=CC(=O)OC6)O)CO)O)O)O)O (Ouabain). As a reaction SMILES: [CH3:1][C@@H:2]1[O:7][C@@H:6]([O:8][C@@H:9]2[CH2:18][C@:17]3([OH:19])[C@@:12]([CH2:36][OH:37])([C@H:13]4[C@H:26]([OH:27])[CH2:25][C@@:24]5([CH3:28])[C@:20]([OH:35])([CH2:21][CH2:22][C@@H:23]5[C:29]5[CH2:34][O:33][C:31](=[O:32])[CH:30]=5)[C@@H:14]4[CH2:15][CH2:16]3)[C@H:11]([OH:38])[CH2:10]2)[C@H:5]([OH:39])[C@H:4]([OH:40])[C@H:3]1[OH:41].O.O.O.O.O.O.O.O.I([O-])(=O)(=O)=O.[Na+]>O>[CH3:1][C@@H:2]1[O:7][C@@H:6]([O:8][C@@H:9]2[CH2:18][C@:17]3([OH:19])[C@@:12]([CH2:36][OH:37])([C@H:13]4[C@H:26]([OH:27])[CH2:25][C@@:24]5([CH3:28])[C@:20]([OH:35])([CH2:21][CH2:22][C@@H:23]5[C:29]5[CH2:34][O:33][C:31](=[O:32])[CH:30]=5)[C@@H:14]4[CH2:15][CH2:16]3)[C@H:11]([OH:38])[CH2:10]2)[C@H:5]([OH:39])[C@H:4]([OH:40])[C@H:3]1[OH:41] |f:0.1.2.3.4.5.6.7.8,9.10|. Reported procedure: 60.4 mg of ouabain octahydrate (Aldrich Cat# 14,193-3) in 6 mL of deionized (di) H2O (wrapped in foil) was mixed with 87 mg of sodium metaperiodate (Mallinckrodt Cat# 1139) and the mixture was incubated at room temperature for 2 hours, rotating. The reaction was terminated by passing the reaction mixture through Dowex 1×8−50 ion exchange resin (Aldrich Cat# 21,740-9) with diH2O. 200 μL 1M sodium phosphate pH 7.2 was added to adjust the pH of the solution to 7.0. The solvent is O (H2O). Reaction conditions: time 2 hour. Reactants: C[C@H]1[C@@H]([C@H]([C@H]([C@@H](O1)O[C@H]2C[C@H]([C@@]3([C@@H]4[C@@H](CC[C@@]3(C2)O)[C@]5(CC[C@@H]([C@]5(C[C@H]4O)C)C6=CC(=O)OC6)O)CO)O)O)O)O.O.O.O.O.O.O.O.O (ouabain octahydrate), I(=O)(=O)(=O)[O-].[Na+] (sodium metaperiodate).